This data is from the Open Reaction Database (ORD), a public repository of structured organic reaction records. The task is: describe an organic reaction: reactants, conditions, products, and yield As a reaction SMILES: C1(P(C2C=CC=CC=2)C2C=CC=CC=2)C=CC=CC=1.N1C=CN=C1.[I:25]I.[CH2:27]([O:34][C:35](=[O:41])[NH:36][C@H:37]([CH3:40])[CH2:38]O)[C:28]1[CH:33]=[CH:32][CH:31]=[CH:30][CH:29]=1>C(Cl)Cl.O>[CH2:27]([O:34][C:35](=[O:41])[NH:36][C@H:37]([CH3:40])[CH2:38][I:25])[C:28]1[CH:33]=[CH:32][CH:31]=[CH:30][CH:29]=1. Reported procedure: Triphenylphospine (24 g, 91.8 mmol) was added to a solution of imidazole (12.5 g, 184 mmol) in CH2Cl2 (231 ml), then was cooled to 0 degrees C. Iodine (23.3 g, 91.8 mmol) was added to the suspension. The reaction mixture turned yellow, then faintly brown. After 5 minutes ((R)-2-hydroxy-1-methyl-ethyl)-carbamic acid benzyl ester (9.59 g, 45.9 mmol) was added and the reaction mixture was warmed to RT then stirred for 3 h. Then, H2O (7 ml) was added and the reaction mixture was partitioned between ... Run at temperature 0 celsius, time 3 hour. The product is C(C1=CC=CC=C1)OC(N[C@@H](CI)C)=O (((R)-2-Iodo-1-methyl-ethyl)-carbamic acid benzyl ester). The reactants are II (Iodine), C(C1=CC=CC=C1)OC(N[C@@H](CO)C)=O (((R)-2-hydroxy-1-methyl-ethyl)-carbamic acid benzyl ester), C1(=CC=CC=C1)P(C1=CC=CC=C1)C1=CC=CC=C1 (Triphenylphospine), N1C=NC=C1 (imidazole). The solvent is C(Cl)Cl (CH2Cl2), O (H2O). Starting materials: COc1ccc(-c2cc(=O)c3ccccc3o2)c([N+](=O)[O-])c1, CCO, O, Cl[Sn]Cl. The product is COc1ccc(-c2cc(=O)c3ccccc3o2)c(N)c1. Reaction SMILES: [CH3:1][O:2][c:3]1[cH:4][c:5]([N+:20]([O-:21])=[O:22])[c:6](-[c:9]2[o:10][c:11]3[cH:12][cH:13][cH:14][cH:15][c:16]3[c:17](=[O:19])[cH:18]2)[cH:7][cH:8]1.[CH3:26][CH2:27][OH:28].[OH2:29].[Sn:23]([Cl:24])[Cl:25]>>[CH3:1][O:2][c:3]1[cH:4][c:5]([NH2:20])[c:6](-[c:9]2[o:10][c:11]3[cH:12][cH:13][cH:14][cH:15][c:16]3[c:17](=[O:19])[cH:18]2)[cH:7][cH:8]1. The reactants are O=Cc1ccccc1, ClCCl, O=C(O)C(F)(F)F, NCCc1c[nH]c2ccccc12, [Na+], [Na+], O=C([O-])[O-]. The product is c1ccc(C2NCCc3c2[nH]c2ccccc32)cc1. RXN SMILES: [CH:13](=[O:14])[c:15]1[cH:16][cH:17][cH:18][cH:19][cH:20]1.[Cl:34][CH2:35][Cl:36].[F:21][C:22]([F:23])([F:24])[C:25]([OH:26])=[O:27].[NH2:1][CH2:2][CH2:3][c:4]1[cH:5][nH:6][c:7]2[cH:8][cH:9][cH:10][cH:11][c:12]12.[Na+:28].[Na+:29].[O-:30][C:31](=[O:32])[O-:33]>>[NH:1]1[CH2:2][CH2:3][c:4]2[c:5]([nH:6][c:7]3[cH:8][cH:9][cH:10][cH:11][c:12]23)[CH:13]1[c:15]1[cH:16][cH:17][cH:18][cH:19][cH:20]1. Starting materials: ice water, C1(=CC=CC=C1)C(N1CCN(CC1)CCCO)C1=CC=CC=C1 (4-(diphenylmethyl)-1-piperazinepropanol), ClC=1C=CC=2N(N1)C=NN2 (6-chloro[1,2,4]triazolo[4,3-b]pyridazine), [H-].[Na+] (sodium hydride). The solvent is CN(C=O)C (N,N-dimethylformamide). Reaction conditions: temperature 60 celsius, time 30 minute. Product: C1(=CC=CC=C1)C(N1CCN(CC1)CCCOC=1C=CC=2N(N1)C=NN2)C2=CC=CC=C2 (6-[3-[4-(Diphenylmethyl)-1-piperazinyl]propoxy][1,2,4]triazolo[4,3-b]pyridazine). Isolated yield 79.0%. As a reaction SMILES: [C:1]1([CH:7]([C:18]2[CH:23]=[CH:22][CH:21]=[CH:20][CH:19]=2)[N:8]2[CH2:13][CH2:12][N:11]([CH2:14][CH2:15][CH2:16][OH:17])[CH2:10][CH2:9]2)[CH:6]=[CH:5][CH:4]=[CH:3][CH:2]=1.[H-].[Na+].Cl[C:27]1[CH:28]=[CH:29][C:30]2[N:31]([CH:33]=[N:34][N:35]=2)[N:32]=1>CN(C)C=O>[C:18]1([CH:7]([C:1]2[CH:2]=[CH:3][CH:4]=[CH:5][CH:6]=2)[N:8]2[CH2:9][CH2:10][N:11]([CH2:14][CH2:15][CH2:16][O:17][C:27]3[CH:28]=[CH:29][C:30]4[N:31]([CH:33]=[N:34][N:35]=4)[N:32]=3)[CH2:12][CH2:13]2)[CH:23]=[CH:22][CH:21]=[CH:20][CH:19]=1 |f:1.2|. Procedure: 0.311 g of 4-(diphenylmethyl)-1-piperazinepropanol was dissolved in 5 ml of N,N-dimethylformamide; 0.048 g of 60% oily sodium hydride was added; the reaction mixture was stirred in an oil bath (60° C.) for 30 minutes. After cooling, 0.232 g of 6-chloro[1,2,4]triazolo[4,3-b]pyridazine was added; the reaction mixture was stirred in an oil bath. (bath temperature 60° C.) for 40 minutes. After cooling, ice water was added; the reaction mixture was extracted with ethyl acetate; the extract was washed... The reactants are C(C)(C)(C)C1=C(CNC(OC(C)(C)C)=O)C=C(C=C1)[N+](=O)[O-] (tert-butyl 2-tert-butyl-5-nitrobenzylcarbamate). Reagents/catalysts: [Pd] (Pd—C). Run in CC(=O)O.CO (AcOH MeOH). Run at time 1 hour. The product is C(C)(C)(C)C1=C(CNC(OC(C)(C)C)=O)C=C(C=C1)N (tert-butyl 2-tert-butyl-5-aminobenzylcarbamate). As a reaction SMILES: [C:1]([C:5]1[CH:19]=[CH:18][C:17]([N+:20]([O-])=O)=[CH:16][C:6]=1[CH2:7][NH:8][C:9](=[O:15])[O:10][C:11]([CH3:14])([CH3:13])[CH3:12])([CH3:4])([CH3:3])[CH3:2]>CC(O)=O.CO.[Pd]>[C:1]([C:5]1[CH:19]=[CH:18][C:17]([NH2:20])=[CH:16][C:6]=1[CH2:7][NH:8][C:9](=[O:15])[O:10][C:11]([CH3:14])([CH3:12])[CH3:13])([CH3:2])([CH3:3])[CH3:4] |f:1.2|. Procedure details: To a solution of tert-butyl 2-tert-butyl-5-nitrobenzylcarbamate (20 mg, 0.065 mmol) in 5% AcOH-MeOH (1 mL) was added 10% Pd—C (14 mg) under nitrogen atmosphere. The mixture was stirred under H2 (1 atm) at room temperature for 1 h. The catalyst was removed via filtration through Celite, and the filtrate was concentrated to give tert-butyl 2-tert-butyl-5-aminobenzylcarbamate (E-4), which was used without further purification. 1H NMR (400 MHz, CDCl3) δ 7.09 (d, J=8.5 Hz, 1H), 6.62 (d, J=2.6 Hz, 1H)... Reactants: CCO, CC(=O)N1CC(C)(C)c2ccc([N+](=O)[O-])cc21, Cl. Yields the product CC1(C)CNc2cc([N+](=O)[O-])ccc21. As a reaction SMILES: [CH3:19][CH2:20][OH:21].[CH3:1][C:2]1([CH3:17])[CH2:3][N:4]([C:14](=[O:15])[CH3:16])[c:5]2[cH:6][c:7]([N+:11](=[O:12])[O-:13])[cH:8][cH:9][c:10]21.[ClH:18]>>[CH3:1][C:2]1([CH3:17])[CH2:3][NH:4][c:5]2[cH:6][c:7]([N+:11](=[O:12])[O-:13])[cH:8][cH:9][c:10]21. Reactants: [H][H] (hydrogen), C(C1=CC=CC=C1)OC1=C(C=CC(=C1)C(CCCCCC)(C)C)C1=CC(CCC1)=O (3-[2-benzyloxy-4-(1,1-dimethylheptyl)phenyl]cyclohex-2-enone). The reagents and catalysts are [Pd] (palladium-on-carbon). Product: CC(CCCCCC)(C)C1=CC(=C(C=C1)C1=CC(CCC1)=O)O (3-[4-(1,1-Dimethylheptyl)-2-hydroxyphenyl]cyclohex-2-enone). The yield is 35.0%. As a reaction SMILES: C([O:8][C:9]1[CH:14]=[C:13]([C:15]([CH3:23])([CH3:22])[CH2:16][CH2:17][CH2:18][CH2:19][CH2:20][CH3:21])[CH:12]=[CH:11][C:10]=1[C:24]1[CH2:29][CH2:28][CH2:27][C:26](=[O:30])[CH:25]=1)C1C=CC=CC=1.[H][H]>[Pd]>[CH3:23][C:15]([C:13]1[CH:12]=[CH:11][C:10]([C:24]2[CH2:29][CH2:28][CH2:27][C:26](=[O:30])[CH:25]=2)=[C:9]([OH:8])[CH:14]=1)([CH3:22])[CH2:16][CH2:17][CH2:18][CH2:19][CH2:20][CH3:21]. Procedure details: A mixture of 400 mg. (0.988 mmole) of 3-[2-benzyloxy-4-(1,1-dimethylheptyl)phenyl]cyclohex-2-enone and 20 mg. of 5% palladium-on-carbon was stirred under one atmosphere of hydrogen pressure for 30 minutes. The reaction mixture was then filtered through diatomaceous earth with ether and the filtrate evaporated to a solid. The crude solid was recrystallized from petroleum ether to yield 110 mg. (35%) of the title compound, M.P. 122°-123° C.